Dataset: the Open Reaction Database (ORD), a public repository of structured organic reaction records. Task: describe an organic reaction: reactants, conditions, products, and yield Reactants: CC1(c2ccc3c(F)c(OC4CCC(C(C)(C)C)CC4)ccc3c2)COC(=O)N1, CC(N)(CO)c1ccc2c(-c3ccc(OC(F)(F)F)cc3)c(OC3CCC(C(C)(C)C)CC3)ccc2c1. The product is CC(N)(CO)c1ccc2c(F)c(OC3CCC(C(C)(C)C)CC3)ccc2c1. As a reaction SMILES: [C:38]([CH3:39])([CH3:40])([CH3:41])[CH:42]1[CH2:43][CH2:44][CH:45]([O:48][c:49]2[c:50]([F:66])[c:51]3[cH:52][cH:53][c:54]([C:59]4([CH3:65])[NH:60][C:61](=[O:64])[O:62][CH2:63]4)[cH:55][c:56]3[cH:57][cH:58]2)[CH2:46][CH2:47]1.[NH2:1][C:2]([c:3]1[cH:4][cH:5][c:6]2[c:7]([cH:8][cH:9][c:10]([O:11][CH:12]3[CH2:13][CH2:14][CH:15]([C:16]([CH3:17])([CH3:18])[CH3:19])[CH2:20][CH2:21]3)[c:22]2-[c:23]2[cH:24][cH:25][c:26]([O:27][C:28]([F:29])([F:30])[F:31])[cH:32][cH:33]2)[cH:34]1)([CH3:35])[CH2:36][OH:37]>>[C:38]([CH3:39])([CH3:40])([CH3:41])[CH:42]1[CH2:43][CH2:44][CH:45]([O:48][c:49]2[c:50]([F:66])[c:51]3[cH:52][cH:53][c:54]([C:59]([NH2:60])([CH2:63][OH:62])[CH3:65])[cH:55][c:56]3[cH:57][cH:58]2)[CH2:46][CH2:47]1.